From a dataset of the Open Reaction Database (ORD), a public repository of structured organic reaction records. describe an organic reaction: reactants, conditions, products, and yield The reactants are Cl.C1(CC1)N1C=C(C(C2=CC(=C(C(=C12)Cl)N1CC(CC1)NC(=O)OC(C)(C)C)F)=O)C(CS(=O)(=O)C)=O (1-cyclopropyl-6-fluoro-8-chloro-7-(3-t-butoxycarbonylaminopyrrolidin-1-yl)-3-(2-methanesulfonylacetyl)-1,4-dihydro-4-oxoquinoline hydrochloride). Run in Cl.C(C)OC(C)=O (HCl ethylacetate). Reaction conditions: time 30 minute. Product: Cl.C1(CC1)N1C=C(C(C2=CC(=C(C(=C12)Cl)N1CC(CC1)N)F)=O)C(CS(=O)(=O)C)=O (1-cyclopropyl-6-fluoro-8-chloro-7-(3-aminopyrrolidin-1-yl)-3-(2-methanesulfonylacetyl)-1,4-dihydro-4-oxoquinoline hydrochloride). Yield: 201.1%. RXN SMILES: Cl.[CH:2]1([N:5]2[C:14]3[C:9](=[CH:10][C:11]([F:29])=[C:12]([N:16]4[CH2:20][CH2:19][CH:18]([NH:21]C(OC(C)(C)C)=O)[CH2:17]4)[C:13]=3[Cl:15])[C:8](=[O:30])[C:7]([C:31](=[O:37])[CH2:32][S:33]([CH3:36])(=[O:35])=[O:34])=[CH:6]2)[CH2:4][CH2:3]1>Cl.C(OC(=O)C)C>[ClH:15].[CH:2]1([N:5]2[C:14]3[C:9](=[CH:10][C:11]([F:29])=[C:12]([N:16]4[CH2:20][CH2:19][CH:18]([NH2:21])[CH2:17]4)[C:13]=3[Cl:15])[C:8](=[O:30])[C:7]([C:31](=[O:37])[CH2:32][S:33]([CH3:36])(=[O:35])=[O:34])=[CH:6]2)[CH2:4][CH2:3]1 |f:0.1,2.3,4.5|. Procedure details: 5.4 g of the compound obtained from Example 32 was dissolved in 10% HCl-ethylacetate solution, and then stirred for 30 minutes. The resulting solid was filtered, and then dried to obtain 4.49 g of the object compound Reactants: Cc1ccc(S(=O)(=O)OCc2noc(C(CCCC3CCCCC3)CC(=O)OC(C)(C)C)n2)cc1, NC1CCC1. Yields the product CC(C)(C)OC(=O)CC(CCCC1CCCCC1)c1nc(CNC2CCC2)no1. As a reaction SMILES: [C:1]([CH3:2])([CH3:3])([CH3:4])[O:5][C:6]([CH2:7][CH:8]([CH2:9][CH2:10][CH2:11][CH:12]1[CH2:13][CH2:14][CH2:15][CH2:16][CH2:17]1)[c:18]1[n:19][c:20]([CH2:23][O:24][S:25]([c:26]2[cH:27][cH:28][c:29]([CH3:30])[cH:31][cH:32]2)(=[O:33])=[O:34])[n:21][o:22]1)=[O:35].[CH:36]1([NH2:40])[CH2:37][CH2:38][CH2:39]1>>[C:1]([CH3:2])([CH3:3])([CH3:4])[O:5][C:6]([CH2:7][CH:8]([CH2:9][CH2:10][CH2:11][CH:12]1[CH2:13][CH2:14][CH2:15][CH2:16][CH2:17]1)[c:18]1[n:19][c:20]([CH2:23][NH:40][CH:36]2[CH2:37][CH2:38][CH2:39]2)[n:21][o:22]1)=[O:35]. Reactants: C(C(=O)Cl)(=O)Cl (oxalyl chloride), CN(C=O)C (dimethylformamide), C(C1=CC=CC=C1)OC1=C(OC=CC1=O)C(=O)O (3-benzyloxy-4-oxo-4H-pyran-2-carboxylic acid), C(Cl)(Cl)Cl (chloroform). Conditions: time 30 minute. Product: ClC1=C(C(=CC=C1)Cl)CCCN (3-(2,6-dichlorophenyl)propylamine). As a reaction SMILES: [CH2:1](OC1C(=O)C=COC=1C(O)=O)[C:2]1C=[CH:6][CH:5]=[CH:4][CH:3]=1.[C:19]([Cl:24])(=O)[C:20](Cl)=O.C[N:26]([CH3:29])C=O.C(Cl)(Cl)[Cl:31]>>[Cl:24][C:19]1[CH:20]=[CH:6][CH:5]=[C:4]([Cl:31])[C:3]=1[CH2:2][CH2:1][CH2:29][NH2:26]. Procedure: To a suspension of 3-benzyloxy-4-oxo-4H-pyran-2-carboxylic acid (0.30 g) in chloroform (10 ml) were added oxalyl chloride (0.13 ml) and dimethylformamide (0.01 ml), and the mixture was stirred at room temperature for 30 min. The reaction solvent was evaporated under reduced pressure and toluene was added. The mixture was concentrated and chloroform (5 ml) was added. A solution of 3-(2,6-dichlorophenyl)propylamine (0.31 g) obtained in the previous step in chloroform (1 ml) and triethylamine (0.21... Starting materials: CC1CC(C=2C=C(N=NC2C1)C1=CC(=CC=C1)C(F)(F)F)O (7-Methyl-3-(3-trifluoromethylphenyl)-5,6,7,8-tetrahydrocinnolin-5-ol), C(C)N=C=NCCCN(C)C (N-ethyl-N′-(3-dimethylaminopropyl)carbodiimide), N,N-dimethylaminopyridine, C(C)(C)(C)OC(=O)N[C@@H](C)C(=O)O (N-(tert-butoxycarbonyl)-L-alanine). Solvent: O1CCCC1 (tetrahydrofuran), ClCCl (dichloromethane). Product: C(C)(C)(C)OC(=O)N[C@@H](C)C(=O)OC1C=2C=C(N=NC2CC(C1)C)C1=CC(=CC=C1)C(F)(F)F (5-(N-(tert-butoxycarbonyl)-L-alanyl)oxy-7-methyl-3-(3-trifluoromethylphenyl)-5,6,7,8-tetrahydrocinnoline). As a reaction SMILES: [CH3:1][CH:2]1[CH2:11][C:10]2[N:9]=[N:8][C:7]([C:12]3[CH:17]=[CH:16][CH:15]=[C:14]([C:18]([F:21])([F:20])[F:19])[CH:13]=3)=[CH:6][C:5]=2[CH:4]([OH:22])[CH2:3]1.C(N=C=NCCCN(C)C)C.[C:34]([O:38][C:39]([NH:41][C@H:42]([C:44](O)=[O:45])[CH3:43])=[O:40])([CH3:37])([CH3:36])[CH3:35]>O1CCCC1.ClCCl>[C:34]([O:38][C:39]([NH:41][C@H:42]([C:44]([O:22][CH:4]1[CH2:3][CH:2]([CH3:1])[CH2:11][C:10]2[N:9]=[N:8][C:7]([C:12]3[CH:17]=[CH:16][CH:15]=[C:14]([C:18]([F:21])([F:20])[F:19])[CH:13]=3)=[CH:6][C:5]1=2)=[O:45])[CH3:43])=[O:40])([CH3:36])([CH3:37])[CH3:35]. Reported procedure: 7-Methyl-3-(3-trifluoromethylphenyl)-5,6,7,8-tetrahydrocinnolin-5-ol (10 mg, 0.03 mmol) obtained in Example 6 was dissolved in a mixed solvent of tetrahydrofuran and dichloromethane (0.5 mL. 0.5 mL), followed by adding N-ethyl-N′-(3-dimethylaminopropyl)carbodiimide (9 mg, 0.045 mmol), N,N-dimethylaminopyridine (catalytic amount) and N-(tert-butoxycarbonyl)-L-alanine (9 mg, 0.045 mmol) and stirring at room temperature over night. After completion of the reaction, the reaction liquid was concentra... The reactants are ClC1=CC=C(C=C1)C1(CC1)NC1=NC(=NC(=N1)OCC(F)(F)F)NC1=CC=C(C(=O)NCCCC(=O)N[C@]2([C@@H](C2)C2CC2)C(=O)O)C=C1 ((1S,2R)-2-(4-(4-(4-(1-(4-chlorophenyl)cyclopropylamino)-6-(2,2,2-trifluoroethoxy)-1,3,5-triazin-2-ylamino)benzamido)butanamido)bi(cyclopropane)-2-carboxylic acid), C1=CN(C=N1)C(=O)N2C=CN=C2 (CDI), CS(=O)(=O)N (methanesulfonamide), C1CCC2=NCCCN2CC1 (DBU). The solvent is C1CCOC1 (THF). Conditions: temperature 65 celsius, time 16 hour. The product is ClC1=CC=C(C=C1)C1(CC1)NC1=NC(=NC(=N1)OCC(F)(F)F)NC1=CC=C(C(=O)NCCCC(=O)N[C@]2([C@@H](C2)C2CC2)C(NS(=O)(=O)C)=O)C=C1 (4-(4-(1-(4-chlorophenyl)cyclopropylamino)-6-(2,2,2-trifluoroethoxy)-1,3,5-triazin-2-ylamino)-N-(4-((1S,2R)-2-(methylsulfonylcarbamoyl)bi(cyclopropan)-2-ylamino)-4-oxobutyl)benzamide). The yield is 43.8%. As a reaction SMILES: [Cl:1][C:2]1[CH:7]=[CH:6][C:5]([C:8]2([NH:11][C:12]3[N:17]=[C:16]([O:18][CH2:19][C:20]([F:23])([F:22])[F:21])[N:15]=[C:14]([NH:24][C:25]4[CH:48]=[CH:47][C:28]([C:29]([NH:31][CH2:32][CH2:33][CH2:34][C:35]([NH:37][C@:38]5([C:44]([OH:46])=O)[CH2:40][C@H:39]5[CH:41]5[CH2:43][CH2:42]5)=[O:36])=[O:30])=[CH:27][CH:26]=4)[N:13]=3)[CH2:10][CH2:9]2)=[CH:4][CH:3]=1.C1N=CN(C(N2C=NC=C2)=O)C=1.[CH3:61][S:62]([NH2:65])(=[O:64])=[O:63].C1CCN2C(=NCCC2)CC1>C1COCC1>[Cl:1][C:2]1[CH:3]=[CH:4][C:5]([C:8]2([NH:11][C:12]3[N:17]=[C:16]([O:18][CH2:19][C:20]([F:23])([F:22])[F:21])[N:15]=[C:14]([NH:24][C:25]4[CH:48]=[CH:47][C:28]([C:29]([NH:31][CH2:32][CH2:33][CH2:34][C:35]([NH:37][C@:38]5([C:44](=[O:46])[NH:65][S:62]([CH3:61])(=[O:64])=[O:63])[CH2:40][C@H:39]5[CH:41]5[CH2:42][CH2:43]5)=[O:36])=[O:30])=[CH:27][CH:26]=4)[N:13]=3)[CH2:9][CH2:10]2)=[CH:6][CH:7]=1. Procedure details: To a solution of (1S,2R)-2-(4-(4-(4-(1-(4-chlorophenyl)cyclopropylamino)-6-(2,2,2-trifluoroethoxy)-1,3,5-triazin-2-ylamino)benzamido)butanamido)bi(cyclopropane)-2-carboxylic acid (15 mg, 0.02 mmol) in THF solution was added CDI (7.0 mg, 0.04 mmol). The mixture was heated at 65° C. for 1 hour. After cooling to room temperature, methanesulfonamide (4.2 mg, 0.04 mmol) and DBU (9.9 ul, 0.07 mmol) were added to the mixture. The reaction mixture was stirred at r.t. for 16 hours. The solvent was evapor... Reactants: F[B-](F)(F)F, CCN(C(C)C)C(C)C, Cl, Cl, NC1CN2CCC1CC2, CN(C)C=O, On1nnc2ccccc21, O=C(O)c1ccc2ncccc2c1, CN(C)C(On1nnc2ccccc21)=[N+](C)C. Yields the product Cl, O=C(NC1CN2CCC1CC2)c1ccc2ncccc2c1. RXN SMILES: [B-:1]([F:2])([F:3])([F:4])[F:5].[CH:46]([N:47]([CH:48]([CH3:49])[CH3:50])[CH2:51][CH3:52])([CH3:53])[CH3:54].[ClH:55].[ClH:56].[NH2:57][CH:58]1[CH2:59][N:60]2[CH2:61][CH2:62][CH:63]1[CH2:64][CH2:65]2.[O:66]=[CH:67][N:68]([CH3:69])[CH3:70].[OH:23][n:24]1[c:25]2[c:26]([cH:27][cH:28][cH:29][cH:30]2)[n:31][n:32]1.[n:33]1[cH:34][cH:35][cH:36][c:37]2[cH:38][c:39]([C:43](=[O:44])[OH:45])[cH:40][cH:41][c:42]12.[n:6]1([O:7][C:8]([N:9]([CH3:10])[CH3:11])=[N+:12]([CH3:13])[CH3:14])[c:15]2[cH:16][cH:17][cH:18][cH:19][c:20]2[n:21][n:22]1>>[ClH:55].[n:33]1[cH:34][cH:35][cH:36][c:37]2[cH:38][c:39]([C:43](=[O:45])[NH:57][CH:58]3[CH2:59][N:60]4[CH2:61][CH2:62][CH:63]3[CH2:64][CH2:65]4)[cH:40][cH:41][c:42]12. The reactants are CCCCO, COc1cc2ncnc(Cl)c2cc1OCCCN1CCN(C)CC1, Cl, Nc1ccc2sc(NC(=O)c3ccccc3)nc2c1, C1COCCO1. Product: COc1cc2ncnc(Nc3ccc4sc(NC(=O)c5ccccc5)nc4c3)c2cc1OCCCN1CCN(C)CC1. As a reaction SMILES: [CH2:51]([OH:52])[CH2:53][CH2:54][CH3:55].[Cl:20][c:21]1[n:22][cH:23][n:24][c:25]2[cH:26][c:27]([O:42][CH3:43])[c:28]([O:31][CH2:32][CH2:33][CH2:34][N:35]3[CH2:36][CH2:37][N:38]([CH3:41])[CH2:39][CH2:40]3)[cH:29][c:30]12.[ClH:44].[NH2:1][c:2]1[cH:3][cH:4][c:5]2[c:6]([n:7][c:8]([NH:10][C:11]([c:12]3[cH:13][cH:14][cH:15][cH:16][cH:17]3)=[O:18])[s:9]2)[cH:19]1.[O:45]1[CH2:46][CH2:47][O:48][CH2:49][CH2:50]1>>[NH:1]([c:2]1[cH:3][cH:4][c:5]2[c:6]([n:7][c:8]([NH:10][C:11]([c:12]3[cH:13][cH:14][cH:15][cH:16][cH:17]3)=[O:18])[s:9]2)[cH:19]1)[c:21]1[n:22][cH:23][n:24][c:25]2[cH:26][c:27]([O:42][CH3:43])[c:28]([O:31][CH2:32][CH2:33][CH2:34][N:35]3[CH2:36][CH2:37][N:38]([CH3:41])[CH2:39][CH2:40]3)[cH:29][c:30]12.